This data is from the Open Reaction Database (ORD), a public repository of structured organic reaction records. The task is: describe an organic reaction: reactants, conditions, products, and yield Reactants: O=C(O)c1ccc2cc(Br)ccc2c1, CO, [Cl-], N, O=S(Cl)Cl. Yields the product NC(=O)c1ccc2cc(Br)ccc2c1. RXN SMILES: [Br:1][c:2]1[cH:3][c:4]2[cH:5][cH:6][c:7]([C:12](=[O:13])[OH:14])[cH:8][c:9]2[cH:10][cH:11]1.[CH3:17][OH:18].[Cl-:15].[NH3:16].[S:19]([Cl:20])([Cl:21])=[O:22]>>[Br:1][c:2]1[cH:3][c:4]2[cH:5][cH:6][c:7]([C:12](=[O:14])[NH2:16])[cH:8][c:9]2[cH:10][cH:11]1.